Dataset: the Open Reaction Database (ORD), a public repository of structured organic reaction records. Task: describe an organic reaction: reactants, conditions, products, and yield Starting materials: Cc1oc(-c2ccc(OCc3ccccn3)cc2)nc1CCO[Si](c1ccccc1)(c1ccccc1)C(C)(C)C, CCCC[N+](CCCC)(CCCC)CCCC, C1CCOC1, [F-]. The product is Cc1oc(-c2ccc(OCc3ccccn3)cc2)nc1CCO. As a reaction SMILES: [C:1]([Si:2]([c:3]1[cH:4][cH:5][cH:29][cH:30][cH:31]1)([O:6][CH2:7][CH2:8][c:9]1[n:10][c:11](-[c:15]2[cH:16][cH:17][c:18]([O:19][CH2:20][c:21]3[n:22][cH:23][cH:24][cH:25][cH:26]3)[cH:27][cH:28]2)[o:12][c:13]1[CH3:14])[c:32]1[cH:33][cH:34][cH:35][cH:36][cH:37]1)([CH3:38])([CH3:39])[CH3:40].[CH2:42]([N+:43]([CH2:44][CH2:45][CH2:46][CH3:47])([CH2:48][CH2:49][CH2:50][CH3:51])[CH2:52][CH2:53][CH2:54][CH3:55])[CH2:56][CH2:57][CH3:58].[CH2:59]1[O:60][CH2:61][CH2:62][CH2:63]1.[F-:41]>>[OH:6][CH2:7][CH2:8][c:9]1[n:10][c:11](-[c:15]2[cH:16][cH:17][c:18]([O:19][CH2:20][c:21]3[n:22][cH:23][cH:24][cH:25][cH:26]3)[cH:27][cH:28]2)[o:12][c:13]1[CH3:14].